Task: describe an organic reaction: reactants, conditions, products, and yield. Dataset: the Open Reaction Database (ORD), a public repository of structured organic reaction records The reactants are [BH3-]C#N, O=C([O-])O, CO, C[O-], CO, CC(=O)O, Cl, Cc1ccc(C=O)cc1F, COc1cnc2ccc(=O)n(CCN3CCC(N)CC3)c2c1, [Na+], [Na+], [Na+]. Product: COc1cnc2ccc(=O)n(CCN3CCC(NCc4ccc(C)c(F)c4)CC3)c2c1. Reaction SMILES: [C:24]([BH3-:25])#[N:26].[C:43](=[O:44])([O-:45])[OH:46].[CH3:38][OH:39].[CH3:40][O-:41].[CH3:48][OH:49].[CH3:50][C:51](=[O:52])[OH:53].[ClH:1].[F:28][c:29]1[cH:30][c:31]([CH:32]=[O:33])[cH:34][cH:35][c:36]1[CH3:37].[NH2:2][CH:3]1[CH2:4][CH2:5][N:6]([CH2:9][CH2:10][n:11]2[c:12](=[O:23])[cH:13][cH:14][c:15]3[n:16][cH:17][c:18]([O:21][CH3:22])[cH:19][c:20]23)[CH2:7][CH2:8]1.[Na+:27].[Na+:42].[Na+:47]>>[NH:2]([CH:3]1[CH2:4][CH2:5][N:6]([CH2:9][CH2:10][n:11]2[c:12](=[O:23])[cH:13][cH:14][c:15]3[n:16][cH:17][c:18]([O:21][CH3:22])[cH:19][c:20]23)[CH2:7][CH2:8]1)[CH2:32][c:31]1[cH:30][c:29]([F:28])[c:36]([CH3:37])[cH:35][cH:34]1. The reactants are ClC1=C(C=CC=C1)Cl (o-dichlorobenzene), ClCl (chlorine), C([O-])([O-])=O.[Na+].[Na+] (sodium carbonate). The product is ClC1=C(C(=CC=C1)Cl)Cl (1,2,3-trichlorobenzene), ClC1=C(C=C(C=C1)Cl)Cl (1,2,4-trichlorobenzene). Reaction SMILES: [Cl:1]Cl.C(=O)([O-])[O-].[Na+].[Na+].[Cl:9][C:10]1[CH:15]=[CH:14][CH:13]=[CH:12][C:11]=1[Cl:16]>>[Cl:9][C:10]1[CH:15]=[CH:14][CH:13]=[C:12]([Cl:1])[C:11]=1[Cl:16].[Cl:9][C:10]1[CH:15]=[CH:14][C:13]([Cl:1])=[CH:12][C:11]=1[Cl:16] |f:1.2.3|. Reported procedure: The o-dichlorobenzene and the catalyst are introduced into the reaction vessel and the chlorine is passed in until a certain density is reached. After completion of the reaction, the chlorination product is neutralised, for example with sodium carbonate, washed with water and distilled in vacuo. A mixture which essentially contains 1,2,3-trichlorobenzene and 1,2,4-trichlorobenzene is obtained; the two isomers can be separated by fractional distillation in the usual manner. Reactants: Cl.COC([C@@H](N)CC(C)C)=O (L-leucine methyl ester HCl), C(C1=CC=CC=C1)(=O)Cl (benzoyl chloride). Product: COC([C@@H](NC(C1=CC=CC=C1)=O)CC(C)C)=O (Benzoylleucine Methyl Ester). As a reaction SMILES: Cl.[CH3:2][O:3][C:4](=[O:11])[C@H:5]([CH2:7][CH:8]([CH3:10])[CH3:9])[NH2:6].[C:12](Cl)(=[O:19])[C:13]1[CH:18]=[CH:17][CH:16]=[CH:15][CH:14]=1>>[CH3:2][O:3][C:4](=[O:11])[C@H:5]([CH2:7][CH:8]([CH3:10])[CH3:9])[NH:6][C:12](=[O:19])[C:13]1[CH:18]=[CH:17][CH:16]=[CH:15][CH:14]=1 |f:0.1|. Procedure details: Prepared from L-leucine methyl ester HCl and benzoyl chloride according to the procedure from Example 10. The reactants are CN(C)c1ccccc1, CC#N, Oc1nc2ccccc2n2c(C(F)(F)F)nnc12, O=P(Cl)(Cl)Cl. Yields the product FC(F)(F)c1nnc2c(Cl)nc3ccccc3n12. RXN SMILES: [CH3:19][N:20]([c:21]1[cH:22][cH:23][cH:24][cH:25][cH:26]1)[CH3:27].[CH3:33][C:34]#[N:35].[F:1][C:2]([c:3]1[n:4][n:5][c:6]2[n:7]1[c:8]1[cH:9][cH:10][cH:11][cH:12][c:13]1[n:14][c:15]2[OH:16])([F:17])[F:18].[P:28]([Cl:29])([Cl:30])([Cl:31])=[O:32]>>[F:1][C:2]([c:3]1[n:4][n:5][c:6]2[n:7]1[c:8]1[cH:9][cH:10][cH:11][cH:12][c:13]1[n:14][c:15]2[Cl:30])([F:17])[F:18]. The reactants are CC[Mg+], Cc1ccc(S(=O)(=O)Oc2cccc(C(=O)C(C)CN(C)C)c2)cc1, [Cl-], C1CCOC1. Yields the product CCC(O)(c1cccc(OS(=O)(=O)c2ccc(C)cc2)c1)C(C)CN(C)C. Reaction SMILES: [CH2:27]([CH3:28])[Mg+:29].[CH3:1][N:2]([CH2:3][CH:4]([C:5](=[O:6])[c:7]1[cH:8][c:9]([O:13][S:14](=[O:15])(=[O:16])[c:17]2[cH:18][cH:19][c:20]([CH3:23])[cH:21][cH:22]2)[cH:10][cH:11][cH:12]1)[CH3:24])[CH3:25].[Cl-:26].[O:30]1[CH2:31][CH2:32][CH2:33][CH2:34]1>>[CH3:1][N:2]([CH2:3][CH:4]([C:5]([OH:6])([c:7]1[cH:8][c:9]([O:13][S:14](=[O:15])(=[O:16])[c:17]2[cH:18][cH:19][c:20]([CH3:23])[cH:21][cH:22]2)[cH:10][cH:11][cH:12]1)[CH2:27][CH3:28])[CH3:24])[CH3:25]. The reactants are CO, CCOCC, O=[N+]([O-])c1c(F)cc(CO)cc1F, [Na+], O=C([O-])O, BrP(Br)Br. The product is O=[N+]([O-])c1c(F)cc(CBr)cc1F. As a reaction SMILES: [CH3:18][OH:19].[CH3:25][CH2:26][O:27][CH2:28][CH3:29].[F:5][c:6]1[cH:7][c:8]([CH2:16][OH:17])[cH:9][c:10]([F:15])[c:11]1[N+:12](=[O:13])[O-:14].[Na+:24].[O-:20][C:21]([OH:22])=[O:23].[P:1]([Br:2])([Br:3])[Br:4]>>[Br:2][CH2:16][c:8]1[cH:7][c:6]([F:5])[c:11]([N+:12](=[O:13])[O-:14])[c:10]([F:15])[cH:9]1. Reactants: NC(=O)N.OO (urea hydrogen peroxide), FC(C(=O)OC(C(F)(F)F)=O)(F)F (trifluoroacetic anhydride), C(#N)C1=NC2=CC=C(C=C2C=C1)C(=O)NC1=C(C=C(C=C1C)C(C(F)(F)F)(C(C(F)(F)F)(F)F)F)CC (2-Cyano-N-[2-ethyl-6-methyl-4-(1,1,1,2,3,3,4,4,4-nonafluorobutan-2-yl)phenyl]quinoline-6-carboxamide). Run in ClCCl (dichloromethane). Conditions: time 20 hour. The product is C(#N)C1=[N+](C2=CC=C(C=C2C=C1)C(=O)NC1=C(C=C(C=C1C)C(C(F)(F)F)(C(C(F)(F)F)(F)F)F)CC)[O-] (2-cyano-N-[2-ethyl-6-methyl-4-(1,1,1,2,3,3,4,4,4-nonafluorobutan-2-yl)phenyl]quinoline-6-carboxamide-1-oxide). Isolated yield 80.9%. As a reaction SMILES: [C:1]([C:3]1[CH:12]=[CH:11][C:10]2[C:5](=[CH:6][CH:7]=[C:8]([C:13]([NH:15][C:16]3[C:21]([CH3:22])=[CH:20][C:19]([C:23]([F:35])([C:28]([F:34])([F:33])[C:29]([F:32])([F:31])[F:30])[C:24]([F:27])([F:26])[F:25])=[CH:18][C:17]=3[CH2:36][CH3:37])=[O:14])[CH:9]=2)[N:4]=1)#[N:2].NC(N)=[O:40].OO.FC(F)(F)C(OC(=O)C(F)(F)F)=O>ClCCl>[C:1]([C:3]1[CH:12]=[CH:11][C:10]2[C:5](=[CH:6][CH:7]=[C:8]([C:13]([NH:15][C:16]3[C:21]([CH3:22])=[CH:20][C:19]([C:23]([F:35])([C:28]([F:34])([F:33])[C:29]([F:30])([F:31])[F:32])[C:24]([F:25])([F:26])[F:27])=[CH:18][C:17]=3[CH2:36][CH3:37])=[O:14])[CH:9]=2)[N+:4]=1[O-:40])#[N:2] |f:1.2|. Procedure details: 2-Cyano-N-[2-ethyl-6-methyl-4-(1,1,1,2,3,3,4,4,4-nonafluorobutan-2-yl)phenyl]quinoline-6-carboxamide (240 mg) was dissolved in dichloromethane, added with urea-hydrogen peroxide adduct (85 mg) and trifluoroacetic anhydride (190 mg), and stirred at room temperature for 20 hours. The reaction solution was concentrated under the reduced pressure, and the resulting residues were dissolved in ethyl acetate. The solution was washed with water and dried over anhydrous magnesium sulfate. The drying agen... Reactants: BrC(Br)(Br)Br, ClCCl, CC(CCCO)C(c1cc(F)ccc1F)S(=O)(=O)c1ccc(Cl)cc1, c1ccc(P(c2ccccc2)c2ccccc2)cc1. Product: CC(CCCBr)C(c1cc(F)ccc1F)S(=O)(=O)c1ccc(Cl)cc1. As a reaction SMILES: [C:26]([Br:27])([Br:28])([Br:29])[Br:30].[CH2:50]([Cl:51])[Cl:52].[Cl:1][c:2]1[cH:3][cH:4][c:5]([S:8](=[O:9])(=[O:10])[CH:11]([CH:12]([CH2:13][CH2:14][CH2:15][OH:16])[CH3:17])[c:18]2[c:19]([F:25])[cH:20][cH:21][c:22]([F:24])[cH:23]2)[cH:6][cH:7]1.[c:31]1([P:32]([c:33]2[cH:34][cH:35][cH:36][cH:37][cH:38]2)[c:39]2[cH:40][cH:41][cH:42][cH:43][cH:44]2)[cH:45][cH:46][cH:47][cH:48][cH:49]1>>[Cl:1][c:2]1[cH:3][cH:4][c:5]([S:8](=[O:9])(=[O:10])[CH:11]([CH:12]([CH2:13][CH2:14][CH2:15][Br:27])[CH3:17])[c:18]2[c:19]([F:25])[cH:20][cH:21][c:22]([F:24])[cH:23]2)[cH:6][cH:7]1.